This data is from the Open Reaction Database (ORD), a public repository of structured organic reaction records. The task is: describe an organic reaction: reactants, conditions, products, and yield Reactants: C(C(CO)(CO)N)O.Cl (Tris-HCl), [OH-].[Na+] (NaOH), DNA, DNA, DNA. The solvent is C(C(CO)(CO)N)O.C(CN(CC(=O)O)CC(=O)O)N(CC(=O)O)CC(=O)O (Tris EDTA). Reaction conditions: temperature 70 celsius. Product: C(C(CO)(CO)N)O (Tris), [OH-].[Na+] (NaOH). Reaction SMILES: [OH-:1].[Na+:2].[CH2:3]([OH:10])[C:4]([NH2:9])([CH2:7][OH:8])[CH2:5][OH:6].Cl>C(O)C(N)(CO)CO.C(N(CC(O)=O)CC(O)=O)CN(CC(O)=O)CC(O)=O>[CH2:3]([OH:10])[C:4]([NH2:9])([CH2:7][OH:8])[CH2:5][OH:6].[OH-:1].[Na+:2] |f:0.1,2.3,4.5,7.8|. Reported procedure: To determine if heating the damaged DNA in the presence of salt can improve the amplification of this substrate, damaged DNA (25 ngs) was heated to 70° C. in the presence of a salt (Tris-EDTA (10 mM Tris pH 8.0 and 1 mM EDTA)) for 3 minutes, 25 ngs of native damaged sample was added back, and then the sample was cooled. This method showed some improvement on the repair of the damaged DNA. When 25 mM final of NaOH was added to the reaction before the heat step, this improved the repair method giv... The reactants are O=C1SC(C(N1)=O)=CC1=CC=C(OC2=CC=C(C=C2)C(C(=O)O)=CC2=CC=C(C=C2)C)C=C1 (2-{4-[4-(2,4-Dioxothiazolidin-5-ylidenemethyl)-phenoxy]-phenyl}-3-p-tolylacrylic acid), C(=O)[O-].[NH4+] (ammonium formate). Reagents/catalysts: [Pd] (Pd/C). Solvent: C(C)(=O)O (acetic acid). Conditions: time 16 hour. Product: O=C1SC(C(N1)=O)CC1=CC=C(OC2=CC=C(C=C2)C(C(=O)O)=CC2=CC=C(C=C2)C)C=C1 (2-{4-[4-(2,4-Dioxothiazolidin-5-ylmethyl)-phenoxy]-phenyl}-3-p-tolylacrylic acid). Yield: 60.2%. As a reaction SMILES: [O:1]=[C:2]1[NH:6][C:5](=[O:7])[C:4](=[CH:8][C:9]2[CH:33]=[CH:32][C:12]([O:13][C:14]3[CH:19]=[CH:18][C:17]([C:20](=[CH:24][C:25]4[CH:30]=[CH:29][C:28]([CH3:31])=[CH:27][CH:26]=4)[C:21]([OH:23])=[O:22])=[CH:16][CH:15]=3)=[CH:11][CH:10]=2)[S:3]1.C([O-])=O.[NH4+]>C(O)(=O)C.[Pd]>[O:1]=[C:2]1[NH:6][C:5](=[O:7])[CH:4]([CH2:8][C:9]2[CH:10]=[CH:11][C:12]([O:13][C:14]3[CH:15]=[CH:16][C:17]([C:20](=[CH:24][C:25]4[CH:26]=[CH:27][C:28]([CH3:31])=[CH:29][CH:30]=4)[C:21]([OH:23])=[O:22])=[CH:18][CH:19]=3)=[CH:32][CH:33]=2)[S:3]1 |f:1.2|. Procedure: To a solution of 40 (1.0 g, 2.2 mmol) and ammonium formate (8.32 g, 132 mmol) in 25 mL glacial acetic acid was added 5% Pd/C (1.0 g). The mixture was refluxed for 7.5 h, cooled to room temperature and filtered over Celite. The mixture was concentrated in vacuum then added to 200 mL water. The product was filtered and washed with hexanes. The solid was recrystallized out of toluene, cooled to room temperature and sonicated until the solid was observed. The mixture was then stirred at room tempera...